Dataset: the Open Reaction Database (ORD), a public repository of structured organic reaction records. Task: describe an organic reaction: reactants, conditions, products, and yield Yields the product CCOc1cc(OCC(=O)O)cc2c1C(=O)N(COC(=O)c1c(Cl)cccc1Cl)S2(=O)=O. As a reaction SMILES: [CH3:40][CH2:41][O:42][C:43](=[O:44])[CH3:45].[Cl:1][c:2]1[c:3]([C:4](=[O:5])[O:6][CH2:7][N:8]2[S:9](=[O:10])(=[O:11])[c:12]3[cH:13][c:14]([O:23][CH2:24][C:25](=[O:26])[O:27][CH2:28][c:29]4[cH:30][cH:31][cH:32][cH:33][cH:34]4)[cH:15][c:16]([O:20][CH2:21][CH3:22])[c:17]3[C:18]2=[O:19])[c:35]([Cl:39])[cH:36][cH:37][cH:38]1>>[Cl:1][c:2]1[c:3]([C:4](=[O:5])[O:6][CH2:7][N:8]2[S:9](=[O:10])(=[O:11])[c:12]3[cH:13][c:14]([O:23][CH2:24][C:25](=[O:26])[OH:27])[cH:15][c:16]([O:20][CH2:21][CH3:22])[c:17]3[C:18]2=[O:19])[c:35]([Cl:39])[cH:36][cH:37][cH:38]1. Starting materials: CCOC(C)=O, CCOc1cc(OCC(=O)OCc2ccccc2)cc2c1C(=O)N(COC(=O)c1c(Cl)cccc1Cl)S2(=O)=O. RXN SMILES: S(Cl)([Cl:3])=O.[C:5]1([C:24]2[CH:29]=[CH:28][CH:27]=[CH:26][CH:25]=2)[CH:10]=[CH:9][C:8]([CH2:11][N:12]2[C:16]3[CH:17]=[C:18]([CH2:21]O)[CH:19]=[CH:20][C:15]=3[N:14]=[C:13]2[CH3:23])=[CH:7][CH:6]=1.C(=O)(O)[O-].[Na+]>C(Cl)(Cl)Cl>[C:5]1([C:24]2[CH:25]=[CH:26][CH:27]=[CH:28][CH:29]=2)[CH:6]=[CH:7][C:8]([CH2:11][N:12]2[C:16]3[CH:15]=[C:20]([Cl:3])[CH:19]=[C:18]([CH3:21])[C:17]=3[N:14]=[C:13]2[CH3:23])=[CH:9][CH:10]=1 |f:2.3|. Starting materials: S(=O)(Cl)Cl (Thionyl chloride), C1(=CC=C(C=C1)CN1C(=NC2=C1C=C(C=C2)CO)C)C2=CC=CC=C2 (1-(biphenyl-4-ylmethyl)-6-hydroxymethyl-2-methylbenzimidazole), C([O-])(O)=O.[Na+] (sodium bicarbonate). Run in C(Cl)(Cl)Cl (chloroform). Procedure details: Thionyl chloride (2 ml) is added to a chloroform solution (30 ml) of 1-(biphenyl-4-ylmethyl)-6-hydroxymethyl-2-methylbenzimidazole (3.62 g), and the solution is stirred for one hour at 60° C. A sodium bicarbonate aqueous solution is added and the reaction is halted. The chloroform layer is washed with water and dried. After removing the solvent through evaporation under reduced pressure, ethyl acetate is added and crystallization is performed. After the crystals are separated through filtration ... Yields the product C1(=CC=C(C=C1)CN1C(=NC2=C1C=C(C=C2C)Cl)C)C2=CC=CC=C2 (1-(biphenyl-4-ylmethyl)-6-chloro-methyl-2-methylbenzimidazole). Run at temperature 60 celsius, time 1 hour. The reactants are ClCCl (dichloromethane), NC1=C2C(=NC=N1)N(N=C2I)CC=2OC1=CC=CC=C1C(C2C2=CC=CC=C2)=O (2-((4-Amino-3-iodo-1H-pyrazolo[3,4-d]pyrimidin-1-yl)methyl)-3-phenyl-4H-chromen-4-one), N1N=CC2=CC=C(C=C12)B1OC(C)(C)C(C)(C)O1 (6-Indazoleboronic acid pinacol ester), C([O-])([O-])=O.[Na+].[Na+] (sodium carbonate), Tetrakis triphenylphosphine Palladium. The solvent is CN(C)C=O (DMF), C(C)O (ethanol), O (water). Conditions: temperature 80 celsius, time 12 hour. Yields the product NC1=C2C(=NC=N1)N(N=C2C2=CC=C1C=NNC1=C2)CC=2OC1=CC=CC=C1C(C2C2=CC=CC=C2)=O (2-((4-amino-3-(1H-indazol-6-yl)-1H-pyrazolo[3,4-d]pyrimidin-1-yl)methyl)-3-phenyl-4H-chromen-4-one). Yield: 2.9%. Reaction SMILES: [NH2:1][C:2]1[N:7]=[CH:6][N:5]=[C:4]2[N:8]([CH2:12][C:13]3[O:14][C:15]4[C:20]([C:21](=[O:29])[C:22]=3[C:23]3[CH:28]=[CH:27][CH:26]=[CH:25][CH:24]=3)=[CH:19][CH:18]=[CH:17][CH:16]=4)[N:9]=[C:10](I)[C:3]=12.[NH:30]1[C:38]2[C:33](=[CH:34][CH:35]=[C:36](B3OC(C)(C)C(C)(C)O3)[CH:37]=2)[CH:32]=[N:31]1.C(=O)([O-])[O-].[Na+].[Na+].ClCCl>CN(C=O)C.C(O)C.O>[NH2:1][C:2]1[N:7]=[CH:6][N:5]=[C:4]2[N:8]([CH2:12][C:13]3[O:14][C:15]4[C:20]([C:21](=[O:29])[C:22]=3[C:23]3[CH:28]=[CH:27][CH:26]=[CH:25][CH:24]=3)=[CH:19][CH:18]=[CH:17][CH:16]=4)[N:9]=[C:10]([C:36]3[CH:37]=[C:38]4[C:33]([CH:32]=[N:31][NH:30]4)=[CH:34][CH:35]=3)[C:3]=12 |f:2.3.4|. Procedure details: To a solution of Example 57a (0.700 g, 1.40 mmoles) in DMF (7 ml), ethanol (3.2 ml) and water (3.2 ml), 6-Indazoleboronic acid pinacol ester (0.687 g, 2.81 mmoles) and sodium carbonate (0.745 g, 7.03 mmoles) were added and the system is degassed for 30 min. Tetrakis triphenylphosphine Palladium (0.320 g, 0.277 mmoles) was added under nitrogen atmosphere and heated to 80° C. After 12 h, the reaction mixture was celite filtered, concentrated and extracted with ethyl acetate. The organic layer was ... Starting materials: CO, CSc1nc(N)nc(-c2ccco2)c1C#N. Yields the product COc1nc(N)nc(-c2ccco2)c1C#N. RXN SMILES: [CH3:17][OH:18].[NH2:1][c:2]1[n:3][c:4]([S:15][CH3:16])[c:5]([C:13]#[N:14])[c:6](-[c:8]2[o:9][cH:10][cH:11][cH:12]2)[n:7]1>>[NH2:1][c:2]1[n:3][c:4]([O:18][CH3:17])[c:5]([C:13]#[N:14])[c:6](-[c:8]2[o:9][cH:10][cH:11][cH:12]2)[n:7]1. The reactants are CC(C)(C)OC(=O)Nc1cccnc1, [Li]CCCC, CCCCCC, O=C=O, C1CCOC1, O. The product is CC(C)(C)OC(=O)Nc1cnccc1C(=O)O. RXN SMILES: [C:1]([CH3:2])([CH3:3])([CH3:4])[O:5][C:6](=[O:7])[NH:8][c:9]1[cH:10][n:11][cH:12][cH:13][cH:14]1.[CH2:15]([Li:16])[CH2:17][CH2:18][CH3:19].[CH3:23][CH2:24][CH2:25][CH2:26][CH2:27][CH3:28].[O:20]=[C:21]=[O:22].[O:29]1[CH2:30][CH2:31][CH2:32][CH2:33]1.[OH2:34]>>[C:1]([CH3:2])([CH3:3])([CH3:4])[O:5][C:6](=[O:7])[NH:8][c:9]1[cH:10][n:11][cH:12][cH:13][c:14]1[C:21](=[O:20])[OH:22]. Starting materials: CC(C)([O-])C.[Na+] (sodium tert-butoxide), N[C@@H]1C[C@@H](N(C2=CC=C(C=C12)C=1C=NC(=CC1)C(=O)N1CCOCC1)C(C)=O)C (1-((2S,4R)-4-amino-2-methyl-6-(6-(morpholine-4-carbonyl)pyridin-3-yl)-3,4-dihydroquinolin-1(2H)-yl)ethanone), C1(CCCCC1)P(C1=C(C=CC=C1)C=1C(=CC=CC1)N(C)C)C1CCCCC1 (2′-(dicyclohexylphosphino)-N,N-dimethyl-[1,1-biphenyl]-2-amine), Intermediate 56, BrC1=NC=C(N=C1)C (2-bromo-5-methylpyrazine). Reagents/catalysts: C=1C=CC(=CC1)/C=C/C(=O)/C=C/C2=CC=CC=C2.C=1C=CC(=CC1)/C=C/C(=O)/C=C/C2=CC=CC=C2.C=1C=CC(=CC1)/C=C/C(=O)/C=C/C2=CC=CC=C2.[Pd].[Pd] (tris(dibenzylideneacetone)dipalladium(0)). Solvent: O1CCOCC1 (1,4-dioxane). Reaction conditions: temperature 120 celsius. The product is C[C@@H]1N(C2=CC=C(C=C2[C@@H](C1)NC1=NC=C(N=C1)C)C=1C=NC(=CC1)C(=O)N1CCOCC1)C(C)=O (1-((2S,4R)-2-methyl-4-((5-methylpyrazin-2-yl)amino)-6-(6-(morpholine-4-carbonyl)pyridin-3-yl)-3,4-dihydroquinolin-1(2H)-yl)ethanone). Yield: 26.0%. RXN SMILES: [NH2:1][C@H:2]1[C:11]2[C:6](=[CH:7][CH:8]=[C:9]([C:12]3[CH:13]=[N:14][C:15]([C:18]([N:20]4[CH2:25][CH2:24][O:23][CH2:22][CH2:21]4)=[O:19])=[CH:16][CH:17]=3)[CH:10]=2)[N:5]([C:26](=[O:28])[CH3:27])[C@@H:4]([CH3:29])[CH2:3]1.Br[C:31]1[CH:36]=[N:35][C:34]([CH3:37])=[CH:33][N:32]=1.C1(P(C2CCCCC2)C2C=CC=CC=2C2C(N(C)C)=CC=CC=2)CCCCC1.CC(C)([O-])C.[Na+]>O1CCOCC1.C1C=CC(/C=C/C(/C=C/C2C=CC=CC=2)=O)=CC=1.C1C=CC(/C=C/C(/C=C/C2C=CC=CC=2)=O)=CC=1.C1C=CC(/C=C/C(/C=C/C2C=CC=CC=2)=O)=CC=1.[Pd].[Pd]>[CH3:29][C@H:4]1[CH2:3][C@@H:2]([NH:1][C:31]2[CH:36]=[N:35][C:34]([CH3:37])=[CH:33][N:32]=2)[C:11]2[C:6](=[CH:7][CH:8]=[C:9]([C:12]3[CH:13]=[N:14][C:15]([C:18]([N:20]4[CH2:25][CH2:24][O:23][CH2:22][CH2:21]4)=[O:19])=[CH:16][CH:17]=3)[CH:10]=2)[N:5]1[C:26](=[O:28])[CH3:27] |f:3.4,6.7.8.9.10|. Reported procedure: 1-((2S,4R)-4-amino-2-methyl-6-(6-(morpholine-4-carbonyl)pyridin-3-yl)-3,4-dihydroquinolin-1(2H)-yl)ethanone (for a preparation, see Intermediate 56) (80 mg, 0.203 mmol), 2-bromo-5-methylpyrazine (70.2 mg, 0.406 mmol), 2′-(dicyclohexylphosphino)-N,N-dimethyl-[1,1-biphenyl]-2-amine (16.0 mg, 0.041 mmol), tris(dibenzylideneacetone)dipalladium(0) (18.6 mg, 0.020 mmol) and sodium tert-butoxide (27.3 mg, 0.284 mmol) were combined in 1,4-dioxane (2 mL). The mixture was degassed over a period of 15 mins... Starting materials: C(=O)([O-])[O-].[Na+].[Na+] (Na2CO3), BrC=1C=C(C(=NC1)Cl)NS(=O)(=O)C1=CC=C(C=C1)OC (N-(5-bromo-2-chloropyridin-3-yl)-4-methoxybenzenesulfonamide), CC1(OB(OC1(C)C)C=1C=C2C=CC=NC2=CC1)C (6-(4,4,5,5-tetramethyl-1,3,2-dioxaborolan-2-yl)quinoline). The reagents and catalysts are C=1C=CC(=CC1)[P](C=2C=CC=CC2)(C=3C=CC=CC3)[Pd]([P](C=4C=CC=CC4)(C=5C=CC=CC5)C=6C=CC=CC6)([P](C=7C=CC=CC7)(C=8C=CC=CC8)C=9C=CC=CC9)[P](C=1C=CC=CC1)(C=1C=CC=CC1)C=1C=CC=CC1 (Pd(PPh3)4). The solvent is C(C)O (ethanol). Conditions: temperature 90 celsius, time 4 hour. Product: ClC1=NC=C(C=C1NS(=O)(=O)C1=CC=C(C=C1)OC)C=1C=C2C=CC=NC2=CC1 (N-(2-chloro-5-(6-quinolinyl)-3-pyridinyl)-4-methoxybenzenesulfonamide). RXN SMILES: Br[C:2]1[CH:3]=[C:4]([NH:9][S:10]([C:13]2[CH:18]=[CH:17][C:16]([O:19][CH3:20])=[CH:15][CH:14]=2)(=[O:12])=[O:11])[C:5]([Cl:8])=[N:6][CH:7]=1.CC1(C)C(C)(C)OB([C:29]2[CH:30]=[C:31]3[C:36](=[CH:37][CH:38]=2)[N:35]=[CH:34][CH:33]=[CH:32]3)O1.C([O-])([O-])=O.[Na+].[Na+]>C(O)C.C1C=CC([P]([Pd]([P](C2C=CC=CC=2)(C2C=CC=CC=2)C2C=CC=CC=2)([P](C2C=CC=CC=2)(C2C=CC=CC=2)C2C=CC=CC=2)[P](C2C=CC=CC=2)(C2C=CC=CC=2)C2C=CC=CC=2)(C2C=CC=CC=2)C2C=CC=CC=2)=CC=1>[Cl:8][C:5]1[C:4]([NH:9][S:10]([C:13]2[CH:18]=[CH:17][C:16]([O:19][CH3:20])=[CH:15][CH:14]=2)(=[O:12])=[O:11])=[CH:3][C:2]([C:29]2[CH:30]=[C:31]3[C:36](=[CH:37][CH:38]=2)[N:35]=[CH:34][CH:33]=[CH:32]3)=[CH:7][N:6]=1 |f:2.3.4,^1:52,54,73,92|. Reported procedure: (Some starting materials may be obtained from AstaTech, Inc. Princeton, N.J.) A 15 mL sealed pressure tube was charged with N-(5-bromo-2-chloropyridin-3-yl)-4-methoxybenzenesulfonamide (120 mg, 0.318 mmol), 6-(4,4,5,5-tetramethyl-1,3,2-dioxaborolan-2-yl)quinoline (90 mg, 0.350 mmol) in ethanol (1.5 mL). To this was added 5 mol % of Pd(PPh3)4 (18 mg, 0.016 mmol) and Na2CO3 (2M, 0.4 mL). The flask was flushed with argon, sealed and stirred at 90° C. for 4 hours. The crude mixture was partitioned b... The reactants are ClCCl, CCOC(=O)CC1CCN(CCN(C)C(=O)OC(C)(C)C)CC1F, O=C(O)C(F)(F)F. Product: CCOC(=O)CC1CCN(CCNC)CC1F. Reaction SMILES: [Cl:32][CH2:33][Cl:34].[F:1][CH:2]1[CH2:3][N:4]([CH2:14][CH2:15][N:16]([CH3:17])[C:18]([O:19][C:20]([CH3:21])([CH3:22])[CH3:23])=[O:24])[CH2:5][CH2:6][CH:7]1[CH2:8][C:9](=[O:10])[O:11][CH2:12][CH3:13].[F:25][C:26]([F:27])([F:28])[C:29]([OH:30])=[O:31]>>[F:1][CH:2]1[CH2:3][N:4]([CH2:14][CH2:15][NH:16][CH3:17])[CH2:5][CH2:6][CH:7]1[CH2:8][C:9](=[O:10])[O:11][CH2:12][CH3:13]. The reactants are CCCCOc1cc2c(cc1OC)C(Cc1cccc(OC)c1)N(C(=O)OCC)C=C2C=O, CO, [K+], [OH-]. Product: CCCCOc1cc2c(cc1OC)C(Cc1cccc(OC)c1)NC=C2C=O. Reaction SMILES: [CH2:1]([O:2][C:3](=[O:4])[N:6]1[CH:7]([CH2:25][c:26]2[cH:27][c:28]([O:32][CH3:33])[cH:29][cH:30][cH:31]2)[c:8]2[cH:9][c:10]([O:23][CH3:24])[c:11]([O:18][CH2:19][CH2:20][CH2:21][CH3:22])[cH:12][c:13]2[C:14]([CH:16]=[O:17])=[CH:15]1)[CH3:5].[CH3:36][OH:37].[K+:35].[OH-:34]>>[NH:6]1[CH:7]([CH2:25][c:26]2[cH:27][c:28]([O:32][CH3:33])[cH:29][cH:30][cH:31]2)[c:8]2[cH:9][c:10]([O:23][CH3:24])[c:11]([O:18][CH2:19][CH2:20][CH2:21][CH3:22])[cH:12][c:13]2[C:14]([CH:16]=[O:17])=[CH:15]1. Starting materials: O=C(O)c1cccc(NC(=O)c2ccccc2)c1, Cc1ccccc1, O=S(Cl)Cl. The product is O=C(O)c1cccc(NC(=O)c2ccccc2)c1, [Cl-]. RXN SMILES: [C:1]([c:2]1[cH:3][cH:4][cH:5][cH:6][cH:7]1)(=[O:8])[NH:9][c:10]1[cH:11][c:12]([C:13](=[O:14])[OH:15])[cH:16][cH:17][cH:18]1.[CH3:23][c:24]1[cH:25][cH:26][cH:27][cH:28][cH:29]1.[S:19]([Cl:20])([Cl:21])=[O:22]>>[C:1]([c:2]1[cH:3][cH:4][cH:5][cH:6][cH:7]1)(=[O:8])[NH:9][c:10]1[cH:11][c:12]([C:13](=[O:14])[OH:15])[cH:16][cH:17][cH:18]1.[Cl-:21].